From a dataset of the Open Reaction Database (ORD), a public repository of structured organic reaction records. describe an organic reaction: reactants, conditions, products, and yield Starting materials: CN1C(CN(CC1)CC(=O)[O-])CO[Si](C(C)C)(C(C)C)C(C)C.[Na+] (Sodium (4-methyl-3-triisopropylsilanyloxymethyl-piperazin-1-yl)-acetate), FC=1C=CC(=NC1)NN ((5-fluoro-pyridin-2-yl)-hydrazine), C=1C=CC2=C(C1)N=NN2O (HOBt), O (H2O), C(CCl)Cl (EDC). The solvent is C(Cl)Cl (DCM). Conditions: time 18 hour. Yields the product FC=1C=CC(=NC1)NNC(CN1CC(N(CC1)C)CO[Si](C(C)C)(C(C)C)C(C)C)=O ((4-Methyl-3-triisopropylsilanyloxymethyl-piperazin-1-yl)-acetic acid N′-(5-fluoro-pyridin-2-yl)-hydrazide), residue. The yield is 86.0%. As a reaction SMILES: [CH3:1][N:2]1[CH2:7][CH2:6][N:5]([CH2:8][C:9]([O-:11])=O)[CH2:4][CH:3]1[CH2:12][O:13][Si:14]([CH:21]([CH3:23])[CH3:22])([CH:18]([CH3:20])[CH3:19])[CH:15]([CH3:17])[CH3:16].[Na+].[F:25][C:26]1[CH:27]=[CH:28][C:29]([NH:32][NH2:33])=[N:30][CH:31]=1.C1C=CC2N(O)N=NC=2C=1.O.C(Cl)CCl>C(Cl)Cl>[F:25][C:26]1[CH:27]=[CH:28][C:29]([NH:32][NH:33][C:9](=[O:11])[CH2:8][N:5]2[CH2:6][CH2:7][N:2]([CH3:1])[CH:3]([CH2:12][O:13][Si:14]([CH:21]([CH3:22])[CH3:23])([CH:18]([CH3:19])[CH3:20])[CH:15]([CH3:16])[CH3:17])[CH2:4]2)=[N:30][CH:31]=1 |f:0.1|. Reported procedure: To a mixture of Intermediate 56b (390 mg, 1.06 mmol), (5-fluoro-pyridin-2-yl)-hydrazine (135 mg, 1.06 mmol) and HOBt.H2O (14.4 mg, 106 μmol) in DCM (15 mL) was added EDC (245 mg, 1.27 mmol) and stirred for 18 h. The mixture was washed with water, sat. aq. NaHCO3 and brine, and concentrated in vacuo to leave the title compound as a brown residue (412 mg, 86%). LCMS (Method 3): Rt 3.00 min, m/z 454 [MH+].